This data is from the Open Reaction Database (ORD), a public repository of structured organic reaction records. The task is: describe an organic reaction: reactants, conditions, products, and yield The reactants are CC1=C2C=C3C(=C(C(=N3)C=C4NC(=CC5=NC(=CC(=C1CCC(=O)O)N2)C(=C5C)CCC(=O)O)C(=C4C)C=C)C=C)C (protoporphyrin IX), C1COCCN1CCS(=O)(=O)O (MES), O=C1C(O)=C(O)[C@H](O1)[C@@H](O)CO (ascorbic acid), thin-layer, [Na] (sodium), CC1=C2C=C3C(=C(C(=N3)C=C4NC(=CC5=NC(=CC(=C1CCC(=O)O)N2)C(=C5C)CCC(=O)O)C(=C4C)C=C)C=C)C (protoporphyrin IX), [OH-].[K+] (KOH). Reagents/catalysts: [Na].[Hg] (sodium amalgam), [Na].[Hg] (sodium amalgam), [Hg] (mercury). Solvent: C(C)O (ethanol). Run at time 5 minute. Yields the product CC1=C2CC3=C(C(=C(N3)CC4=C(C(=C(N4)CC5=C(C(=C(N5)CC(=C1CCC(=O)O)N2)CCC(=O)O)C)C=C)C)C=C)C (Protoporphyrinogen IX). RXN SMILES: [Na].[CH3:2][C:3]1[C:21]([CH2:22][CH2:23][C:24]([OH:26])=[O:25])=[C:20]2[NH:27][C:4]=1[CH:5]=[C:6]1[N:10]=[C:9]([CH:11]=[C:12]3[C:37]([CH3:38])=[C:36]([CH:39]=[CH2:40])[C:14](=[CH:15][C:16]4[C:29]([CH3:30])=[C:28]([CH2:31][CH2:32][C:33]([OH:35])=[O:34])[C:18](=[CH:19]2)[N:17]=4)[NH:13]3)[C:8]([CH:41]=[CH2:42])=[C:7]1[CH3:43].[OH-].[K+].C1N(CCS(O)(=O)=O)CCOC1.O=C1O[C@H]([C@H](CO)O)C(O)=C1O>[Na].[Hg].[Hg].C(O)C>[CH3:2][C:3]1[C:21]([CH2:22][CH2:23][C:24]([OH:26])=[O:25])=[C:20]2[NH:27][C:4]=1[CH2:5][C:6]1[NH:10][C:9]([CH2:11][C:12]3[NH:13][C:14]([CH2:15][C:16]4[NH:17][C:18]([CH2:19]2)=[C:28]([CH2:31][CH2:32][C:33]([OH:35])=[O:34])[C:29]=4[CH3:30])=[C:36]([CH:39]=[CH2:40])[C:37]=3[CH3:38])=[C:8]([CH:41]=[CH2:42])[C:7]=1[CH3:43] |f:2.3,6.7,^1:0,69|. Reported procedure: The powder of sodium amalgam was prpared as follows. Into a round flask of 500 ml volume, 13 g of mercury and 0.5 g of thin-layer metal sodium were added, and equilibrated with nitrogen gas for 5 minutes, and it was shaked for 5 minutesthen. 8.4 g of protoporphyrin IX was dissolved into 10 mM KOH containing 15 ml of 20% ethanol, incubated at 4° C. To 4 ml of the protoporphyrin IX solution, equal amount of reaction mixture (0.1 M MES, 50 mM ascorbic acid) was added, and 16 mg of sodium amalgam fr... Reactants: N1CCC(CC1)NC(=O)C=1NC2=CC=CC(=C2C1)OCC=1N=C(SC1)C (4-(2-methyl-thiazol-4-ylmethoxy)-1H-indole-2-carboxylic acid piperidin-4-ylamide), [C@H]1(CCCN2CCCC[C@H]12)CO ((1R,9aR)-1-(octahydro-quinolizin-1-yl)-methanol). Yields the product C1(CCCN2CCCCC12)CN1CCC(CC1)NC(=O)C=1NC2=CC=CC(=C2C1)OCC=1N=C(SC1)C (4-(2-Methyl-thiazol-4-ylmethoxy)-1H-indole-2-carboxylic acid [1-(octahydro-quinolizin-1-ylmethyl)-piperidin-4-yl]-amide). As a reaction SMILES: [NH:1]1[CH2:6][CH2:5][CH:4]([NH:7][C:8]([C:10]2[NH:11][C:12]3[C:17]([CH:18]=2)=[C:16]([O:19][CH2:20][C:21]2[N:22]=[C:23]([CH3:26])[S:24][CH:25]=2)[CH:15]=[CH:14][CH:13]=3)=[O:9])[CH2:3][CH2:2]1.[C@H:27]1([CH2:37]O)[C@@H:36]2[N:31]([CH2:32][CH2:33][CH2:34][CH2:35]2)[CH2:30][CH2:29][CH2:28]1>>[CH:27]1([CH2:37][N:1]2[CH2:6][CH2:5][CH:4]([NH:7][C:8]([C:10]3[NH:11][C:12]4[C:17]([CH:18]=3)=[C:16]([O:19][CH2:20][C:21]3[N:22]=[C:23]([CH3:26])[S:24][CH:25]=3)[CH:15]=[CH:14][CH:13]=4)=[O:9])[CH2:3][CH2:2]2)[CH:36]2[N:31]([CH2:32][CH2:33][CH2:34][CH2:35]2)[CH2:30][CH2:29][CH2:28]1. Reported procedure: This compound is synthesized from 4-(2-methyl-thiazol-4-ylmethoxy)-1H-indole-2-carboxylic acid piperidin-4-ylamide, (167, preparation see below) and (1R,9aR)-1-(octahydro-quinolizin-1-yl)-methanol analogously to the method described in example 127.